From a dataset of the Open Reaction Database (ORD), a public repository of structured organic reaction records. describe an organic reaction: reactants, conditions, products, and yield Procedure details: A mixture of compound (53) (69 mg, 0.10 mmol), 3-pyridylboronic acid (37 mg, 0.30 mmol), Pd(OAc)2 (1.1 mg, 0.0050 mmol), [(t-Bu)3PH]BF4 (3.0 mg, 0.010 mmol) and K2CO3 (41.5 mg, 0.30 mmol), H2O (0.30 mL) and 1,2-dimethoxyethane (1.0 mL) in a 2.0 mL microwave vial was irradiated to 80° C. for 20 min. The reaction mixture was filtered through celite and the solvent evaporated under reduced pressure. The residue was purified by preparative RP-LC-MS which gave 30.1 mg of the title compound (44% yield... Starting materials: COC(NC(C(C)(C)C)C(=O)NN(CCC(CC1=CC=CC=C1)(O)C(NC(C(C)(C)C)C(NC)=O)=O)CC1=CC=C(C=C1)Br)=O ((1-{N′-(4-Bromobenzyl)-N′-[3-(2,2-dimethyl-1-methylcarbamoyl-propylcarbamoyl)-3-hydroxy-4-phenyl-butyl]-hydrazinocarbonyl}2,2-dimethylpropyl)carbamic acid methyl ester), N1=CC(=CC=C1)B(O)O (3-pyridylboronic acid), [B-](F)(F)(F)F.CC(C)(C)[PH+](C(C)(C)C)C(C)(C)C ([(t-Bu)3PH]BF4), C(=O)([O-])[O-].[K+].[K+] (K2CO3). Reagents/catalysts: CC(=O)[O-].CC(=O)[O-].[Pd+2] (Pd(OAc)2). Product: COC(NC(C(C)(C)C)C(=O)NN(CC1=CC=C(C=C1)C=1C=NC=CC1)CCC(CC1=CC=CC=C1)(O)C(NC(C(C)(C)C)C(NC)=O)=O)=O ({1-[N′-(3-(2,2-Dimethyl-1-methylcarbamoyl-propylcarbamoyl)-3-hydroxy-4-phenyl-butyl]-N′-(4-pyridin-3-yl-benzyl)-hydrazinocarbonyl]-2,2-dimethyl-propyl}carbamic acid methyl ester). Run in COCCOC (1,2-dimethoxyethane), O (H2O). As a reaction SMILES: [CH3:1][O:2][C:3](=[O:45])[NH:4][CH:5]([C:10]([NH:12][N:13]([CH2:37][C:38]1[CH:43]=[CH:42][C:41](Br)=[CH:40][CH:39]=1)[CH2:14][CH2:15][C:16]([C:25](=[O:36])[NH:26][CH:27]([C:32](=[O:35])[NH:33][CH3:34])[C:28]([CH3:31])([CH3:30])[CH3:29])([OH:24])[CH2:17][C:18]1[CH:23]=[CH:22][CH:21]=[CH:20][CH:19]=1)=[O:11])[C:6]([CH3:9])([CH3:8])[CH3:7].[N:46]1[CH:51]=[CH:50][CH:49]=[C:48](B(O)O)[CH:47]=1.[B-](F)(F)(F)F.CC([PH+](C(C)(C)C)C(C)(C)C)(C)C.C([O-])([O-])=O.[K+].[K+]>CC([O-])=O.CC([O-])=O.[Pd+2].COCCOC.O>[CH3:1][O:2][C:3](=[O:45])[NH:4][CH:5]([C:10]([NH:12][N:13]([CH2:14][CH2:15][C:16]([C:25](=[O:36])[NH:26][CH:27]([C:32](=[O:35])[NH:33][CH3:34])[C:28]([CH3:31])([CH3:30])[CH3:29])([OH:24])[CH2:17][C:18]1[CH:23]=[CH:22][CH:21]=[CH:20][CH:19]=1)[CH2:37][C:38]1[CH:43]=[CH:42][C:41]([C:48]2[CH:47]=[N:46][CH:51]=[CH:50][CH:49]=2)=[CH:40][CH:39]=1)=[O:11])[C:6]([CH3:9])([CH3:8])[CH3:7] |f:2.3,4.5.6,7.8.9|. Yield: 43.7%. Reactants: FC1=C2C(=CNC2=CC(=C1C1=CC=C(C=C1)OCCO)F)C=O (4,6-difluoro-5-[4-(2-hydroxyethoxy)phenyl]-1H-indole-3-carbaldehyde), Cl(=O)[O-].[Na+] (sodium chlorite), P(=O)(O)(O)[O-].[Na+] (sodium dihydrogen phosphate), petroleum ether EtOAc, S(=O)([O-])[O-].[Na+].[Na+] (sodium sulfite). Solvent: C(C)#N (acetonitrile), C(C)(C)(C)O (t-butanol), CC(C)=CC (2-methyl-2-butene), O (water), O (water). Run at time 18 hour. The product is FC1=C2C(=CNC2=CC(=C1C1=CC=C(C=C1)OCCO)F)C(=O)O (4,6-difluoro-5-[4-(2-hydroxyethoxy)phenyl]-1H-indole-3-carboxylic acid). Yield: 28.6%. As a reaction SMILES: [F:1][C:2]1[C:10]([C:11]2[CH:16]=[CH:15][C:14]([O:17][CH2:18][CH2:19][OH:20])=[CH:13][CH:12]=2)=[C:9]([F:21])[CH:8]=[C:7]2[C:3]=1[C:4]([CH:22]=[O:23])=[CH:5][NH:6]2.Cl([O-])=[O:25].[Na+].P([O-])(O)(O)=O.[Na+].S([O-])([O-])=O.[Na+].[Na+]>C(#N)C.C(O)(C)(C)C.CC(=CC)C.O>[F:1][C:2]1[C:10]([C:11]2[CH:12]=[CH:13][C:14]([O:17][CH2:18][CH2:19][OH:20])=[CH:15][CH:16]=2)=[C:9]([F:21])[CH:8]=[C:7]2[C:3]=1[C:4]([C:22]([OH:25])=[O:23])=[CH:5][NH:6]2 |f:1.2,3.4,5.6.7|. Procedure: To a solution of 4,6-difluoro-5-[4-(2-hydroxyethoxy)phenyl]-1H-indole-3-carbaldehyde (70 mg, 0.221 mmol) in acetonitrile (4.6 mL), t-butanol (4.6 mL) and 2-methyl-2-butene (3.0 mL) was added a solution of sodium chlorite (298 mg, 4.42 mmol) and sodium dihydrogen phosphate (610 mg, 4.42 mmol) in water (4.6 mL) in an ice-bath. The reaction mixture was stirred at room temperature for 18 h. TLC (petroleum ether/EtOAc=1:1) showed the reaction was complete. The reaction was quenched with a solution of... Starting materials: CC(=O)C1=CC(=C(C(=C1)OC)OC)OC (3,4,5-trimethoxyacetophenone), C(C)(=O)O (acetic acid), N1=CC(=CC=C1)C=O (3-pyridinecarboxaldehyde), N1CCCCC1 (piperidine). The solvent is C(C)(=O)OCC (ethyl acetate), C(C)O (ethanol). Product: COC=1C=C(C=C(C1OC)OC)C(C=CC=1C=NC=CC1)=O (1-(3,4,5-Trimethoxyphenyl)-3-(3-pyridinyl)-2-propene-1-one). Isolated yield 23.4%. RXN SMILES: [CH3:1][C:2]([C:4]1[CH:9]=[C:8]([O:10][CH3:11])[C:7]([O:12][CH3:13])=[C:6]([O:14][CH3:15])[CH:5]=1)=[O:3].[N:16]1[CH:21]=[CH:20][CH:19]=[C:18]([CH:22]=O)[CH:17]=1.N1CCCCC1.C(O)(=O)C>C(OCC)(=O)C.C(O)C>[CH3:15][O:14][C:6]1[CH:5]=[C:4]([C:2](=[O:3])[CH:1]=[CH:22][C:18]2[CH:17]=[N:16][CH:21]=[CH:20][CH:19]=2)[CH:9]=[C:8]([O:10][CH3:11])[C:7]=1[O:12][CH3:13]. Procedure: Combine 3,4,5-trimethoxyacetophenone (5.25 g, 25 mmol), 3-pyridinecarboxaldehyde (2.35 mL, 25 mmol), piperidine (4.93 mL, 50 mmol), acetic acid (2.86 mL, 50 mmol) and ethanol (25 mL). Heat at reflux for 6 hour s, passing the distillate through a column of 3 Å molecular si eves (25 g). Dilute with ethyl acetate (600 mL), wash with IN sodium hydroxide (200 mL), then water, then saturated sodium chloride. Dry (MgSO4) and evaporate the solvent. Purify by silica gel chromatography (90% ethyl acetate/... The solvent is O (water). Starting materials: N1CCNCCC1 (Homopiperazine), [OH-].[Na+] (sodium hydroxide), [OH-].[Na+] (sodium hydroxide), O1C(=CC=C1)C(=O)Cl (Furoyl chloride), Cl (hydrochloric acid). RXN SMILES: [NH:1]1[CH2:7][CH2:6][CH2:5][NH:4][CH2:3][CH2:2]1.Cl.[O:9]1[CH:13]=[CH:12][CH:11]=[C:10]1[C:14](Cl)=[O:15].[OH-].[Na+]>O>[O:9]1[CH:13]=[CH:12][CH:11]=[C:10]1[C:14]([N:1]1[CH2:7][CH2:6][CH2:5][NH:4][CH2:3][CH2:2]1)=[O:15] |f:3.4|. The product is O1C(=CC=C1)C(=O)N1CCNCCC1 (N-(2-Furoyl)homopiperazine). Procedure details: Homopiperazine (70 g., 0.70 mole) in 160 ml. water was treated with 6 N hydrochloric acid to adjust to pH 5.5 Furoyl chloride (79.5 g., 0.60 mole) and 25% (w/w) aqueous sodium hydroxide solution were added simultaneously to maintain a pH of 4.5-5.5. Then additional sodium hydroxide was added to bring the mixture to pH 9.5. The solution was extracted with chloroform, dried over anhydrous potassium carbonate and distilled to afford 63 g. of product, B.P. 124°-130° C. at 10 mm.